From a dataset of the Open Reaction Database (ORD), a public repository of structured organic reaction records. describe an organic reaction: reactants, conditions, products, and yield Reactants: CCOCC, O=C(CCl)N1CCC(Cc2ccc(F)cc2)CC1, Nc1ccc2[nH]c(=O)sc2c1. The product is O=C(CNc1ccc2[nH]c(=O)sc2c1)N1CCC(Cc2ccc(F)cc2)CC1. As a reaction SMILES: [CH2:30]([O:31][CH2:32][CH3:33])[CH3:34].[Cl:12][CH2:13][C:14](=[O:15])[N:16]1[CH2:17][CH2:18][CH:19]([CH2:22][c:23]2[cH:24][cH:25][c:26]([F:29])[cH:27][cH:28]2)[CH2:20][CH2:21]1.[NH2:1][c:2]1[cH:3][c:4]2[c:5]([nH:6][c:7](=[O:9])[s:8]2)[cH:10][cH:11]1>>[NH:1]([c:2]1[cH:3][c:4]2[c:5]([nH:6][c:7](=[O:9])[s:8]2)[cH:10][cH:11]1)[CH2:13][C:14](=[O:15])[N:16]1[CH2:17][CH2:18][CH:19]([CH2:22][c:23]2[cH:24][cH:25][c:26]([F:29])[cH:27][cH:28]2)[CH2:20][CH2:21]1. The reactants are BrC=1C=C2C(=C(C=NC2=CC1)C(=O)C1CC1)Cl ((6-bromo-4-chloroquinolin-3-yl)(cyclopropyl)methanone), NC=1C=CC(=NC1)N1CCC(CC1)NC(OC(C)(C)C)=O (tert-butyl 1-(5-aminopyridin-2-yl)piperidin-4-ylcarbamate). Yields the product BrC=1C=C2C(=C(C=NC2=CC1)C(=O)C1CC1)NC=1C=CC(=NC1)N1CCC(CC1)NC(OC(C)(C)C)=O (tert-butyl 1-(5-(6-bromo-3-(cyclopropanecarbonyl)quinoline-4-ylamino)pyridin-2-yl)piperidin-4-ylcarbamate). Isolated yield 74.7%. As a reaction SMILES: [Br:1][C:2]1[CH:3]=[C:4]2[C:9](=[CH:10][CH:11]=1)[N:8]=[CH:7][C:6]([C:12]([CH:14]1[CH2:16][CH2:15]1)=[O:13])=[C:5]2Cl.[NH2:18][C:19]1[CH:20]=[CH:21][C:22]([N:25]2[CH2:30][CH2:29][CH:28]([NH:31][C:32](=[O:38])[O:33][C:34]([CH3:37])([CH3:36])[CH3:35])[CH2:27][CH2:26]2)=[N:23][CH:24]=1>>[Br:1][C:2]1[CH:3]=[C:4]2[C:9](=[CH:10][CH:11]=1)[N:8]=[CH:7][C:6]([C:12]([CH:14]1[CH2:16][CH2:15]1)=[O:13])=[C:5]2[NH:18][C:19]1[CH:20]=[CH:21][C:22]([N:25]2[CH2:30][CH2:29][CH:28]([NH:31][C:32](=[O:38])[O:33][C:34]([CH3:36])([CH3:35])[CH3:37])[CH2:27][CH2:26]2)=[N:23][CH:24]=1. Procedure: Following General procedure C, (6-bromo-4-chloroquinolin-3-yl)(cyclopropyl)methanone (311 mg, 1 mmol) was reacted with tert-butyl 1-(5-aminopyridin-2-yl)piperidin-4-ylcarbamate (439 mg, 1.5 mmol) to afford the desired product (423 mg, 75%) as a yellow solid: ESI MS m/z 566 [C28H32BrN5O3+H]+. Starting materials: O=C1CCCO1, CCO, C[O-], [Na+], Sc1ccccc1. Reaction SMILES: [C:11]1(=[O:16])[CH2:12][CH2:13][CH2:14][O:15]1.[CH3:17][CH2:18][OH:19].[CH3:1][O-:2].[Na+:3].[SH:4][c:5]1[cH:6][cH:7][cH:8][cH:9][cH:10]1>>[S:4]([c:5]1[cH:6][cH:7][cH:8][cH:9][cH:10]1)[CH2:14][CH2:13][CH2:12][C:11](=[O:15])[OH:16]. The product is O=C(O)CCCSc1ccccc1. Starting materials: Cc1cc(N)cc(OCCc2ccc(C#N)cc2)c1, O=S(=O)(Cl)c1ccccc1, c1ccncc1. Product: Cc1cc(NS(=O)(=O)c2ccccc2)cc(OCCc2ccc(C#N)cc2)c1. Reaction SMILES: [NH2:1][c:2]1[cH:3][c:4]([O:9][CH2:10][CH2:11][c:12]2[cH:13][cH:14][c:15]([C:18]#[N:19])[cH:16][cH:17]2)[cH:5][c:6]([CH3:8])[cH:7]1.[c:20]1([S:26](=[O:27])(=[O:28])[Cl:29])[cH:21][cH:22][cH:23][cH:24][cH:25]1.[cH:30]1[cH:31][cH:32][n:33][cH:34][cH:35]1>>[NH:1]([c:2]1[cH:3][c:4]([O:9][CH2:10][CH2:11][c:12]2[cH:13][cH:14][c:15]([C:18]#[N:19])[cH:16][cH:17]2)[cH:5][c:6]([CH3:8])[cH:7]1)[S:26]([c:20]1[cH:21][cH:22][cH:23][cH:24][cH:25]1)(=[O:27])=[O:28]. Starting materials: COC(=O)C1CN(CCC1=O)CC1=CC=CC=C1 (1-benzyl-4-oxo-piperidine-3-carboxylic acid methyl ester), [H-].[Na+] (sodium hydride), C(C1=CC=CC=C1)Cl (benzyl chloride). Solvent: CN(C)C=O (DMF). Reaction conditions: temperature 0 celsius, time 0.5 hour. The product is COC(=O)C1(CN(CCC1=O)CC1=CC=CC=C1)CC1=CC=CC=C1 (1,3-Dibenzyl-4-Oxo-Piperdine-3-Carboxylic Acid Methyl Ester). Isolated yield 83.9%. RXN SMILES: [CH3:1][O:2][C:3]([CH:5]1[C:10](=[O:11])[CH2:9][CH2:8][N:7]([CH2:12][C:13]2[CH:18]=[CH:17][CH:16]=[CH:15][CH:14]=2)[CH2:6]1)=[O:4].[H-].[Na+].[CH2:21](Cl)[C:22]1[CH:27]=[CH:26][CH:25]=[CH:24][CH:23]=1>CN(C=O)C>[CH3:1][O:2][C:3]([C:5]1([CH2:21][C:22]2[CH:27]=[CH:26][CH:25]=[CH:24][CH:23]=2)[C:10](=[O:11])[CH2:9][CH2:8][N:7]([CH2:12][C:13]2[CH:18]=[CH:17][CH:16]=[CH:15][CH:14]=2)[CH2:6]1)=[O:4] |f:1.2|. Procedure details: To a solution of 1-benzyl-4-oxo-piperidine-3-carboxylic acid methyl ester (5.14 g, 20.8 mmol) in DMF (130 mL) at 0° C. was added sodium hydride (60% by weight in mineral oil, 0.874 g, 21.8 mmol) in four portions over 0.5 h. After stirring at 0° C. for an additional 0.5 h, benzyl chloride (2.87 mL, 25.0 mmol) was added and the reaction mixture was allowed to stir for 14 h while warming to room temperature. The reaction mixture was partitioned between EtOAc and saturated aqueous sodium bicarbonate... Reactants: CS(=O)(=O)c1ccc(-c2cnc(N)cn2)cc1, O=N[O-], [Na+], O=S(=O)(O)O. Product: CS(=O)(=O)c1ccc(-c2cnc(O)cn2)cc1. Reaction SMILES: [CH3:5][S:6](=[O:7])(=[O:8])[c:9]1[cH:10][cH:11][c:12](-[c:15]2[n:16][cH:17][c:18]([NH2:21])[n:19][cH:20]2)[cH:13][cH:14]1.[N:1](=[O:2])[O-:3].[Na+:4].[S:22](=[O:23])(=[O:24])([OH:25])[OH:26]>>[OH:2][c:18]1[cH:17][n:16][c:15](-[c:12]2[cH:11][cH:10][c:9]([S:6]([CH3:5])(=[O:7])=[O:8])[cH:14][cH:13]2)[cH:20][n:19]1. The reactants are C1COCCO1, [K+], [K+], [K+], COC(=O)c1cc(Br)c(F)c(N)c1OC, OB(O)c1ccccc1, O=P([O-])([O-])[O-], c1ccc(P(c2ccccc2)(c2ccccc2)[Pd](P(c2ccccc2)(c2ccccc2)c2ccccc2)(P(c2ccccc2)(c2ccccc2)c2ccccc2)P(c2ccccc2)(c2ccccc2)c2ccccc2)cc1. The product is COC(=O)c1cc(-c2ccccc2)c(F)c(N)c1OC. As a reaction SMILES: [CH2:33]1[O:34][CH2:35][CH2:36][O:37][CH2:38]1.[K+:30].[K+:31].[K+:32].[NH2:1][c:2]1[c:3]([O:14][CH3:15])[c:4]([C:5](=[O:6])[O:7][CH3:8])[cH:9][c:10]([Br:13])[c:11]1[F:12].[OH:16][B:17]([OH:18])[c:19]1[cH:20][cH:21][cH:22][cH:23][cH:24]1.[P:25]([O-:26])([O-:27])([O-:28])=[O:29].[cH:39]1[cH:40][cH:41][c:42]([P:43]([Pd:44]([P:45]([c:46]2[cH:47][cH:48][cH:49][cH:50][cH:51]2)([c:52]2[cH:53][cH:54][cH:55][cH:56][cH:57]2)[c:58]2[cH:59][cH:60][cH:61][cH:62][cH:63]2)([P:64]([c:65]2[cH:66][cH:67][cH:68][cH:69][cH:70]2)([c:71]2[cH:72][cH:73][cH:74][cH:75][cH:76]2)[c:77]2[cH:78][cH:79][cH:80][cH:81][cH:82]2)[P:83]([c:84]2[cH:85][cH:86][cH:87][cH:88][cH:89]2)([c:90]2[cH:91][cH:92][cH:93][cH:94][cH:95]2)[c:96]2[cH:97][cH:98][cH:99][cH:100][cH:101]2)([c:102]2[cH:103][cH:104][cH:105][cH:106][cH:107]2)[c:108]2[cH:109][cH:110][cH:111][cH:112][cH:113]2)[cH:114][cH:115]1>>[NH2:1][c:2]1[c:3]([O:14][CH3:15])[c:4]([C:5](=[O:6])[O:7][CH3:8])[cH:9][c:10](-[c:19]2[cH:20][cH:21][cH:22][cH:23][cH:24]2)[c:11]1[F:12].